This data is from the Open Reaction Database (ORD), a public repository of structured organic reaction records. The task is: describe an organic reaction: reactants, conditions, products, and yield Reactants: ClCCl, COc1ccc(-c2ccccc2)cc1C(O)c1c[nH]cn1. Product: COc1ccc(-c2ccccc2)cc1C(=O)c1c[nH]cn1. As a reaction SMILES: [Cl:22][CH2:23][Cl:24].[nH:1]1[cH:2][n:3][c:4]([CH:6]([OH:7])[c:8]2[cH:9][c:10](-[c:16]3[cH:17][cH:18][cH:19][cH:20][cH:21]3)[cH:11][cH:12][c:13]2[O:14][CH3:15])[cH:5]1>>[nH:1]1[cH:2][n:3][c:4]([C:6](=[O:7])[c:8]2[cH:9][c:10](-[c:16]3[cH:17][cH:18][cH:19][cH:20][cH:21]3)[cH:11][cH:12][c:13]2[O:14][CH3:15])[cH:5]1. The reactants are NC(=O)c1cccn1NC(=S)NC(=O)c1ccccc1, CO, CC(=O)O, CC(C)=O, [K+], [K+], O=C([O-])[O-], O. Product: NC(=O)c1cccn1NC(N)=S. Reaction SMILES: [C:1](=[O:2])([c:3]1[cH:4][cH:5][cH:6][cH:7][cH:8]1)[NH:9][C:10]([NH:11][n:12]1[c:13]([C:17](=[O:18])[NH2:19])[cH:14][cH:15][cH:16]1)=[S:20].[CH3:27][OH:28].[CH3:29][C:30](=[O:31])[OH:32].[CH3:34][C:35](=[O:36])[CH3:37].[K+:21].[K+:22].[O-:23][C:24]([O-:25])=[O:26].[OH2:33]>>[NH2:9][C:10]([NH:11][n:12]1[c:13]([C:17](=[O:18])[NH2:19])[cH:14][cH:15][cH:16]1)=[S:20]. The reactants are C(C)(C)(C)OC(=O)N1CCC(CC1)C1OC2=C(C1)C=C(C=C2)Br (4-(5-bromo-2,3-dihydro-benzofuran-2-yl)-piperidine-1-carboxylic acid tert-butyl ester), CC1(OB(OC1(C)C)C1=CN=C(O1)[Si](C(C)C)(C(C)C)C(C)C)C (5-(4,4,5,5-tetramethyl-[1,3,2]dioxaborolan-2-yl)-2-triisopropylsilanyl-oxazole), Intermediate 15. Procedure details: The title compound is prepared from 4-(5-bromo-2,3-dihydro-benzofuran-2-yl)-piperidine-1-carboxylic acid tert-butyl ester and 5-(4,4,5,5-tetramethyl-[1,3,2]dioxaborolan-2-yl)-2-triisopropylsilanyl-oxazole following a procedure analogous to that described for Intermediate 15. LC (method 6): tR=1.62 min; Mass spectrum (ESI+): m/z=527 [M+H]+. As a reaction SMILES: [C:1]([O:5][C:6]([N:8]1[CH2:13][CH2:12][CH:11]([CH:14]2[CH2:18][C:17]3[CH:19]=[C:20](Br)[CH:21]=[CH:22][C:16]=3[O:15]2)[CH2:10][CH2:9]1)=[O:7])([CH3:4])([CH3:3])[CH3:2].CC1(C)C(C)(C)OB([C:32]2[O:36][C:35]([Si:37]([CH:44]([CH3:46])[CH3:45])([CH:41]([CH3:43])[CH3:42])[CH:38]([CH3:40])[CH3:39])=[N:34][CH:33]=2)O1>>[C:1]([O:5][C:6]([N:8]1[CH2:13][CH2:12][CH:11]([CH:14]2[CH2:18][C:17]3[CH:19]=[C:20]([C:32]4[O:36][C:35]([Si:37]([CH:41]([CH3:43])[CH3:42])([CH:44]([CH3:46])[CH3:45])[CH:38]([CH3:39])[CH3:40])=[N:34][CH:33]=4)[CH:21]=[CH:22][C:16]=3[O:15]2)[CH2:10][CH2:9]1)=[O:7])([CH3:4])([CH3:3])[CH3:2]. Product: C(C)(C)(C)OC(=O)N1CCC(CC1)C1OC2=C(C1)C=C(C=C2)C2=CN=C(O2)[Si](C(C)C)(C(C)C)C(C)C (4-[5-(2-Triisopropylsilanyl-oxazol-5-yl)-2,3-dihydro-benzofuran-2-yl]-piperidine-1-carboxylic acid tert-butyl ester). Reactants: ClC=1SC=CC1C1=C(C=CC(=C1)F)F (2-chloro-3-(2,5-difluorophenyl)thiophene), ClS(=O)(=O)O (chlorosulfonic acid). Solvent: C(Cl)Cl (CH2Cl2), C(Cl)Cl (CH2Cl2). Yields the product ClC1=C(C=C(S1)S(=O)(=O)Cl)C1=C(C=CC(=C1)F)F (5-Chloro-4-(2,5-difluorophenyl)thiophene-2-sulfonyl chloride). Yield: 82.6%. RXN SMILES: [Cl:1][C:2]1[S:3][CH:4]=[CH:5][C:6]=1[C:7]1[CH:12]=[C:11]([F:13])[CH:10]=[CH:9][C:8]=1[F:14].[Cl:15][S:16](O)(=[O:18])=[O:17]>C(Cl)Cl>[Cl:1][C:2]1[S:3][C:4]([S:16]([Cl:15])(=[O:18])=[O:17])=[CH:5][C:6]=1[C:7]1[CH:12]=[C:11]([F:13])[CH:10]=[CH:9][C:8]=1[F:14]. Procedure details: To a solution of 2-chloro-3-(2,5-difluorophenyl)thiophene (0.73 g, 3.2 mmol) in CH2Cl2 (100 mL), cooled on ice, chlorosulfonic acid (0.37 g, 3.2 mmol) in CH2Cl2 (50 mL) was added dropwise over 1 h. The reaction was refluxed over night. The reaction mixture was cooled and washed with water (2×100 mL) and brine, dried over MgSO4, filtered and concentrated to a dark brown oil. The oil was dissolved in heptane (50 mL) and stored in the fridge over the weekend. A black tar precipitated. The solution ... Reactants: CC1=CC=C(C=C1)C1=NC=CC2=C(C=CC=C12)C(=O)OCC (1-(4-Methylphenyl)-5-ethoxycarbonylisoquinoline), [H-].[Al+3].[Li+].[H-].[H-].[H-] (lithium aluminum hydride), O (Water), aqueous solution, [OH-].[Na+] (sodium hydroxide). Solvent: O1CCCC1 (tetrahydrofuran). The product is CC1=CC=C(C=C1)C1=NC=CC2=C(C=CC=C12)CO (1-(4-methylphenyl)-5-hydroxymethylisoquinoline). Yield: 60.4%. RXN SMILES: [CH3:1][C:2]1[CH:7]=[CH:6][C:5]([C:8]2[C:17]3[C:12](=[C:13]([C:18](OCC)=[O:19])[CH:14]=[CH:15][CH:16]=3)[CH:11]=[CH:10][N:9]=2)=[CH:4][CH:3]=1.[H-].[Al+3].[Li+].[H-].[H-].[H-].O.[OH-].[Na+]>O1CCCC1>[CH3:1][C:2]1[CH:3]=[CH:4][C:5]([C:8]2[C:17]3[C:12](=[C:13]([CH2:18][OH:19])[CH:14]=[CH:15][CH:16]=3)[CH:11]=[CH:10][N:9]=2)=[CH:6][CH:7]=1 |f:1.2.3.4.5.6,8.9|. Reported procedure: 1-(4-Methylphenyl)-5-ethoxycarbonylisoquinoline (14.5 g) was dissolved in 200 ml of anhydrous tetrahydrofuran, and with stirring under cooling, lithium aluminum hydride (suspended in 100 ml of tetrahydrofuran) was added dropwise. The mixture was stirred at room temperature for 1 hour. Water and a 20% aqueous solution of sodium hydroxide were added to the reaction mixture, and the mixture was stirred for 30 minutes. The reaction mixture was filtered through Celite. The filtrate was concentrated, ...